Dataset: the Open Reaction Database (ORD), a public repository of structured organic reaction records. Task: describe an organic reaction: reactants, conditions, products, and yield The reactants are O=C(n1ccnc1)n1ccnc1, CC#N, Cl, Nc1ccnn1-c1ccccc1, O=C1C2CNCCN2C(=O)N1C1CC1c1ccccc1. The product is O=C(Nc1ccnn1-c1ccccc1)N1CCN2C(=O)N(C3CC3c3ccccc3)C(=O)C2C1. RXN SMILES: [C:13](=[O:14])([n:15]1[cH:16][cH:17][n:18][cH:19]1)[n:20]1[cH:21][cH:22][n:23][cH:24]1.[CH3:46][C:47]#[N:48].[ClH:45].[c:1]1(-[n:7]2[n:8][cH:9][cH:10][c:11]2[NH2:12])[cH:2][cH:3][cH:4][cH:5][cH:6]1.[c:25]1([CH:31]2[CH:32]([N:34]3[C:35](=[O:44])[N:36]4[CH:37]([CH2:38][NH:39][CH2:40][CH2:41]4)[C:42]3=[O:43])[CH2:33]2)[cH:26][cH:27][cH:28][cH:29][cH:30]1>>[c:1]1(-[n:7]2[n:8][cH:9][cH:10][c:11]2[NH:12][C:13](=[O:14])[N:39]2[CH2:38][CH:37]3[N:36]([C:35](=[O:44])[N:34]([CH:32]4[CH:31]([c:25]5[cH:26][cH:27][cH:28][cH:29][cH:30]5)[CH2:33]4)[C:42]3=[O:43])[CH2:41][CH2:40]2)[cH:2][cH:3][cH:4][cH:5][cH:6]1.